Dataset: the Open Reaction Database (ORD), a public repository of structured organic reaction records. Task: describe an organic reaction: reactants, conditions, products, and yield The reactants are CI, COC(=O)c1ccc(C(C)(C)O)cc1, [Cl-], [H-], [NH4+], [Na+], CN(C)C=O. Yields the product COC(=O)c1ccc(C(C)(C)OC)cc1. Reaction SMILES: [CH3:17][I:18].[CH3:3][O:4][C:5]([c:6]1[cH:7][cH:8][c:9]([C:12]([CH3:13])([CH3:14])[OH:15])[cH:10][cH:11]1)=[O:16].[Cl-:19].[H-:1].[NH4+:20].[Na+:2].[O:21]=[CH:22][N:23]([CH3:24])[CH3:25]>>[CH3:3][O:4][C:5]([c:6]1[cH:7][cH:8][c:9]([C:12]([CH3:13])([CH3:14])[O:15][CH3:17])[cH:10][cH:11]1)=[O:16]. Starting materials: COC(=O)C=1N=NC(=CC1)NCC=1C(=NOC1C)C1=CC=CC=C1 (6-[(5-methyl-3-phenyl-isoxazol-4-ylmethyl)-amino]-pyridazine-3-carboxylic acid methyl ester), FC(CN)(F)F (2,2,2-trifluoroethylamine). Product: FC(CNC(=O)C=1N=NC(=CC1)NCC=1C(=NOC1C)C1=CC=CC=C1)(F)F (6-[(5-Methyl-3-phenyl-isoxazol-4-ylmethyl)-amino]-pyridazine-3-carboxylic acid (2,2,2-trifluoro-ethyl)-amide). Yield: 71.0%. RXN SMILES: CO[C:3]([C:5]1[N:6]=[N:7][C:8]([NH:11][CH2:12][C:13]2[C:14]([C:19]3[CH:24]=[CH:23][CH:22]=[CH:21][CH:20]=3)=[N:15][O:16][C:17]=2[CH3:18])=[CH:9][CH:10]=1)=[O:4].[F:25][C:26]([F:30])([F:29])[CH2:27][NH2:28]>>[F:25][C:26]([F:30])([F:29])[CH2:27][NH:28][C:3]([C:5]1[N:6]=[N:7][C:8]([NH:11][CH2:12][C:13]2[C:14]([C:19]3[CH:20]=[CH:21][CH:22]=[CH:23][CH:24]=3)=[N:15][O:16][C:17]=2[CH3:18])=[CH:9][CH:10]=1)=[O:4]. Procedure: As described for example 73c, 6-[(5-methyl-3-phenyl-isoxazol-4-ylmethyl)-amino]-pyridazine-3-carboxylic acid methyl ester (100 mg, 0.3 mmol) was converted, using 2,2,2-trifluoroethylamine instead of aminomethylcyclopropane, to the title compound (86 mg, 71%) which was obtained as a light yellow foam. MS: m/e=428.1 [M+H]+. The reactants are CS(=O)(=O)OCC=1N(C2=CC=CC=C2C1)C(=O)OC(C)(C)C (tert-butyl 2-(((methylsulfonyl)oxy)methyl)-1H-indole-1-carboxylate), O (water), CC(C)(C)[O-].[K+] (KOt-Bu), CS(=O)(=O)OCC=1N(C2=CC=CC=C2C1)C(=O)OC(C)(C)C (tert-butyl 2-((methylsulfonyloxy)methyl)-1H-indole-1-carboxylate), O1CCC(CC1)NC1=NC=CC(=N1)C1=CC(NC=C1)=O (4-(2-((tetrahydro-2H-pyran-4-yl)amino)pyrimidin-4-yl)pyridin-2(1H)-one). Reagents/catalysts: [N+](CCCC)(CCCC)(CCCC)CCCC.[I-] (n-Bu4NI). Run in ClCCl (dichloromethane), CC#N (CH3CN), C1CCOC1 (THF). Reaction conditions: temperature 70 celsius, time 2 hour. Yields the product O=C1N(C=CC(=C1)C1=NC(=NC=C1)NC1CCOCC1)CC=1N(C2=CC=CC=C2C1)C(=O)OC(C)(C)C (tert-butyl 2-((2-oxo-4-(2-((tetrahydro-2H-pyran-4-yl)amino)pyrimidin-4-yl)pyridin-1(2H)-yl)methyl)-1H-indole-1-carboxylate). Isolated yield 25.9%. As a reaction SMILES: CC([O-])(C)C.[K+].CS(O[CH2:12][C:13]1[N:14]([C:22]([O:24][C:25]([CH3:28])([CH3:27])[CH3:26])=[O:23])[C:15]2[C:20]([CH:21]=1)=[CH:19][CH:18]=[CH:17][CH:16]=2)(=O)=O.[O:29]1[CH2:34][CH2:33][CH:32]([NH:35][C:36]2[N:41]=[C:40]([C:42]3[CH:47]=[CH:46][NH:45][C:44](=[O:48])[CH:43]=3)[CH:39]=[CH:38][N:37]=2)[CH2:31][CH2:30]1.O>[N+](CCCC)(CCCC)(CCCC)CCCC.[I-].C1COCC1.ClCCl.CC#N>[O:48]=[C:44]1[CH:43]=[C:42]([C:40]2[CH:39]=[CH:38][N:37]=[C:36]([NH:35][CH:32]3[CH2:33][CH2:34][O:29][CH2:30][CH2:31]3)[N:41]=2)[CH:47]=[CH:46][N:45]1[CH2:12][C:13]1[N:14]([C:22]([O:24][C:25]([CH3:28])([CH3:27])[CH3:26])=[O:23])[C:15]2[C:20]([CH:21]=1)=[CH:19][CH:18]=[CH:17][CH:16]=2 |f:0.1,5.6|. Reported procedure: KOt-Bu (224 mg, 2 mmol) and n-Bu4NI (37 mg, 0.1 mmol) were added to a mixture of tert-butyl 2-((methylsulfonyloxy)methyl)-1H-indole-1-carboxylate (350 mg, 1.07 mmol) and 4-(2-((tetrahydro-2H-pyran-4-yl)amino)pyrimidin-4-yl)pyridin-2(1H)-one (272 mg, 1 mmol) in anhydrous THF (15 mL). The resulting mixture was stirred at 70° C. under microwave irradiation for 2 hours. LC-MS showed the tert-butyl 2-(((methylsulfonyl)oxy)methyl)-1H-indole-1-carboxylate had disappeared. The reaction mixture was treat...